From a dataset of the Open Reaction Database (ORD), a public repository of structured organic reaction records. describe an organic reaction: reactants, conditions, products, and yield Reactants: ClC=1C=CC(=NC1)OC=1C=C2CCC(OC2=CC1)C1=CC=CC=C1 (5-Chloro-2-(2-phenylchroman-6-yloxy)pyridine), ClC1=CC=C(C=N1)CN(C)C ((6-chloropyridin-3-ylmethyl)dimethylamine). Yields the product CN(CC=1C=NC(=CC1)OC=1C=C2CCC(OC2=CC1)C1=CC=CC=C1)C (Dimethyl-[6-(2-phenylchroman-6-yloxy)pyridin-3-ylmethyl]amine). Reaction SMILES: Cl[C:2]1[CH:3]=[CH:4][C:5]([O:8][C:9]2[CH:10]=[C:11]3[C:16](=[CH:17][CH:18]=2)[O:15][CH:14]([C:19]2[CH:24]=[CH:23][CH:22]=[CH:21][CH:20]=2)[CH2:13][CH2:12]3)=[N:6][CH:7]=1.ClC1N=CC([CH2:32][N:33]([CH3:35])[CH3:34])=CC=1>>[CH3:32][N:33]([CH3:35])[CH2:34][C:2]1[CH:7]=[N:6][C:5]([O:8][C:9]2[CH:10]=[C:11]3[C:16](=[CH:17][CH:18]=2)[O:15][CH:14]([C:19]2[CH:24]=[CH:23][CH:22]=[CH:21][CH:20]=2)[CH2:13][CH2:12]3)=[CH:4][CH:3]=1. Reported procedure: Dimethyl-[6-(2-phenylchroman-6-yloxy)pyridin-3-ylmethyl]amine was prepared as described for 5-Chloro-2-(2-phenylchroman-6-yloxy)pyridine in Example 61, but replacing 2,5-dichloropyridine with (6-chloropyridin-3-ylmethyl)dimethylamine. 1H NMR (400 MHz, CDCl3) δ: 8.03 (d, 1H, J 2.3 Hz), 7.65 (dd, 1H, J 8.4, 2.3 Hz), 7.44-7.32 (m, 5H), 6.92-6.88 (m, 3H), 6.84 (d, 1H, J 8.4 Hz), 5.05 (dd, 1H, J 10.2, 2.3 Hz), 3.36 (s, 2H), 3.02 (m, 1H), 2.80 (m, 1H), 2.23 (s, 1H), 2.19 (m, 1H), 2.10 (m, 1H). Reactants: CCOC(C)=O, O=[N+]([O-])c1ccc(F)c(CN2CCCC2)c1. The product is Nc1ccc(F)c(CN2CCCC2)c1. Reaction SMILES: [CH3:17][CH2:18][O:19][C:20]([CH3:21])=[O:22].[F:1][c:2]1[c:3]([CH2:4][N:5]2[CH2:6][CH2:7][CH2:8][CH2:9]2)[cH:10][c:11]([N+:14]([O-:15])=[O:16])[cH:12][cH:13]1>>[F:1][c:2]1[c:3]([CH2:4][N:5]2[CH2:6][CH2:7][CH2:8][CH2:9]2)[cH:10][c:11]([NH2:14])[cH:12][cH:13]1. Starting materials: C1(C=2C(C(N1C1C(N(C1)C(C1=CC=CC=C1)C(=O)O)=O)=O)=CC=CC2)=O (3-Phthalimido-1-(α-carboxybenzyl)-2-azetidinone), CN(CCCN)C (N,N-dimethyl-1,3-propanediamine), CO (methanol). Run in O (Water). Conditions: time 18 hour. The product is NC1C(N(C1)C(C1=CC=CC=C1)C(=O)O)=O (3-amino-1-(α-carboxybenzyl)-2-azetidinone). The yield is 54.5%. RXN SMILES: C1(=O)[N:5]([CH:6]2[CH2:9][N:8]([CH:10]([C:17]([OH:19])=[O:18])[C:11]3[CH:16]=[CH:15][CH:14]=[CH:13][CH:12]=3)[C:7]2=[O:20])C(=O)C2=CC=CC=C12.CN(C)CCCN.CO>O>[NH2:5][CH:6]1[CH2:9][N:8]([CH:10]([C:17]([OH:19])=[O:18])[C:11]2[CH:16]=[CH:15][CH:14]=[CH:13][CH:12]=2)[C:7]1=[O:20]. Reported procedure: 3-Phthalimido-1-(α-carboxybenzyl)-2-azetidinone (350 mg.) and N,N-dimethyl-1,3-propanediamine (310 mg.) were added to methanol (6 ml.), and the mixture was stirred at ambient temperature for 18 hours. Water (6 ml.) was poured into the reaction mixture under ice-cooling and then the mixture was adjusted to pH 5.8 to 6.0 with cation-exchange resin IRC-50 (Trade Mark, maker: Rohm & Haas Co.,) (20 ml.). The resin was removed by filtration and the filtrate was evaporated to dryness under reduced pres...